This data is from the Open Reaction Database (ORD), a public repository of structured organic reaction records. The task is: describe an organic reaction: reactants, conditions, products, and yield Starting materials: C(CC)O (1-propanol), C1(=CC=CC=C1)P(C1=CC=CC=C1)C1=CC=CC=C1 (Triphenylphosphine), ClC1=CC(=C(NC2=NC=NC3=CC(=C(C=C23)OC)O)C=C1)F (4-(4-chloro-2-fluoroanilino)-7-hydroxy-6-methoxyquinazoline), N(=NC(=O)OCC)C(=O)OCC (diethyl azodicarboxylate). Solvent: C(Cl)Cl (methylene chloride), C(Cl)Cl (methylene chloride), C(Cl)Cl (methylene chloride). Run at temperature 0 celsius, time 30 minute. Product: ClC1=CC(=C(NC2=NC=NC3=CC=C(C=C23)OC)C=C1)F (4-(4-chloro-2-fluoroanilino)-6-methoxyquinazoline). The yield is 65.9%. Reaction SMILES: C1(P(C2C=CC=CC=2)C2C=CC=CC=2)C=CC=CC=1.[Cl:20][C:21]1[CH:40]=[CH:39][C:24]([NH:25][C:26]2[C:35]3[C:30](=[CH:31][C:32](O)=[C:33]([O:36][CH3:37])[CH:34]=3)[N:29]=[CH:28][N:27]=2)=[C:23]([F:41])[CH:22]=1.C(O)CC.N(C(OCC)=O)=NC(OCC)=O>C(Cl)Cl>[Cl:20][C:21]1[CH:40]=[CH:39][C:24]([NH:25][C:26]2[C:35]3[C:30](=[CH:31][CH:32]=[C:33]([O:36][CH3:37])[CH:34]=3)[N:29]=[CH:28][N:27]=2)=[C:23]([F:41])[CH:22]=1. Reported procedure: Triphenylphosphine (2.46 g, 9.3 mmol) was added to a suspension of 4-(4-chloro-2-fluoroanilino)-7-hydroxy-6-methoxyquinazoline (1.0 g, 3.1 mmol), (prepared as described for the starting material in Example 2), in methylene chloride (25 ml) and the suspension stirred at 0° C. for 30 minutes. A solution of 3-N-tert-butoxycarbonylamino)-1-propanol (0.65 g, 3.7 mmol) in methylene chloride (3 ml) was added and then diethyl azodicarboxylate (1.47 ml, 7.6 mmol) was added dropwise. The reaction mixture ... Starting materials: C(C)(C)OC1=CC=C(C(=O)Cl)C=C1 (4-isopropoxybenzoyl chloride), C(CCCCCCN)N (1,7-heptanediamine), [OH-].[K+] (potassium hydroxide). Yields the product C(C)(C)OC1=CC=C(C(=O)NCCCCCCCNC(C2=CC=C(C=C2)OC(C)C)=O)C=C1 (N,N'-Heptamethylenebis(4-isopropoxybenzamide)). Run in C(CCl)Cl (ethylene dichloride). Reported procedure: m.p. 135°-136° C., 10.9 g., was prepared as in Example 1 using a solution of 4-isopropoxybenzoyl chloride (from 18.0 g. of 4-isopropoxybenzoic acid as in Example 6) in 100 ml. of ethylene dichloride, 8.9 g. of 1,7-heptanediamine, 200 ml. of 10% aqueous potassium hydroxide solution, 500 ml. ethylene dichloride and recrystallization from acetonitrile using decolorizing charcoal. As a reaction SMILES: [CH:1]([O:4][C:5]1[CH:13]=[CH:12][C:8]([C:9](Cl)=[O:10])=[CH:7][CH:6]=1)([CH3:3])[CH3:2].[CH2:14]([NH2:22])[CH2:15][CH2:16][CH2:17][CH2:18][CH2:19][CH2:20][NH2:21].[OH-:23].[K+]>C(Cl)CCl>[CH:1]([O:4][C:5]1[CH:13]=[CH:12][C:8]([C:9]([NH:21][CH2:20][CH2:19][CH2:18][CH2:17][CH2:16][CH2:15][CH2:14][NH:22][C:9](=[O:10])[C:8]2[CH:12]=[CH:13][C:5]([O:23][CH:1]([CH3:2])[CH3:3])=[CH:6][CH:7]=2)=[O:10])=[CH:7][CH:6]=1)([CH3:3])[CH3:2] |f:2.3|.